From a dataset of the Open Reaction Database (ORD), a public repository of structured organic reaction records. describe an organic reaction: reactants, conditions, products, and yield Reactants: COc1c(C)c[n+]([O-])c(CCl)c1C, CC(C)(C)C(=O)Nc1nc(Cl)c2c(I)c[nH]c2n1, [K+], [K+], O=C([O-])[O-], CN(C)C=O, O. Product: COc1c(C)c[n+]([O-])c(Cn2cc(I)c3c(Cl)nc(NC(=O)C(C)(C)C)nc32)c1C. RXN SMILES: [Cl:19][CH2:20][c:21]1[n+:22]([O-:31])[cH:23][c:24]([CH3:30])[c:25]([O:28][CH3:29])[c:26]1[CH3:27].[Cl:1][c:2]1[c:3]2[c:4]([n:5][c:6]([NH:8][C:9]([C:10]([CH3:11])([CH3:12])[CH3:13])=[O:14])[n:7]1)[nH:15][cH:16][c:17]2[I:18].[K+:32].[K+:33].[O-:34][C:35]([O-:36])=[O:37].[O:38]=[CH:39][N:40]([CH3:41])[CH3:42].[OH2:43]>>[Cl:1][c:2]1[c:3]2[c:4]([n:5][c:6]([NH:8][C:9]([C:10]([CH3:11])([CH3:12])[CH3:13])=[O:14])[n:7]1)[n:15]([CH2:20][c:21]1[n+:22]([O-:31])[cH:23][c:24]([CH3:30])[c:25]([O:28][CH3:29])[c:26]1[CH3:27])[cH:16][c:17]2[I:18].